Dataset: the Open Reaction Database (ORD), a public repository of structured organic reaction records. Task: describe an organic reaction: reactants, conditions, products, and yield Starting materials: CC(C)(O)Cn1ccc(Br)cc1=O, CC(c1ccc(B2OC(C)(C)C(C)(C)O2)cc1)N1CCC(CC(C)(C)O)(c2ccccc2)OC1=O. The product is CC(c1ccc(-c2ccn(CC(C)(C)O)c(=O)c2)cc1)N1CCC(CC(C)(C)O)(c2ccccc2)OC1=O. Reaction SMILES: [Br:36][c:37]1[cH:38][c:39](=[O:48])[n:40]([CH2:43][C:44]([CH3:45])([CH3:46])[OH:47])[cH:41][cH:42]1.[OH:1][C:2]([CH2:3][C:4]1([c:28]2[cH:29][cH:30][cH:31][cH:32][cH:33]2)[CH2:5][CH2:6][N:7]([CH:11]([CH3:12])[c:13]2[cH:14][cH:15][c:16]([B:19]3[O:20][C:21]([CH3:22])([CH3:23])[C:24]([CH3:25])([CH3:26])[O:27]3)[cH:17][cH:18]2)[C:8](=[O:10])[O:9]1)([CH3:34])[CH3:35]>>[OH:1][C:2]([CH2:3][C:4]1([c:28]2[cH:29][cH:30][cH:31][cH:32][cH:33]2)[CH2:5][CH2:6][N:7]([CH:11]([CH3:12])[c:13]2[cH:14][cH:15][c:16](-[c:37]3[cH:38][c:39](=[O:48])[n:40]([CH2:43][C:44]([CH3:45])([CH3:46])[OH:47])[cH:41][cH:42]3)[cH:17][cH:18]2)[C:8](=[O:10])[O:9]1)([CH3:34])[CH3:35]. Reactants: COC(=O)c1ccccc1CBr, CCOC(C)=O, Cc1ccccc1, CCCCCC, [K+], [K+], O=C([O-])[O-], NCc1ccc(Sc2ccccc2)cc1. Yields the product O=C1c2ccccc2CN1Cc1ccc(Sc2ccccc2)cc1. RXN SMILES: [CH3:1][O:2][C:3]([c:4]1[c:5]([CH2:10][Br:11])[cH:6][cH:7][cH:8][cH:9]1)=[O:12].[CH3:34][CH2:35][O:36][C:37](=[O:38])[CH3:39].[CH3:40][c:41]1[cH:42][cH:43][cH:44][cH:45][cH:46]1.[CH3:47][CH2:48][CH2:49][CH2:50][CH2:51][CH3:52].[K+:28].[K+:29].[O-:30][C:31]([O-:32])=[O:33].[c:13]1([S:19][c:20]2[cH:21][cH:22][c:23]([CH2:24][NH2:25])[cH:26][cH:27]2)[cH:14][cH:15][cH:16][cH:17][cH:18]1>>[C:3]1(=[O:12])[c:4]2[c:5]([cH:6][cH:7][cH:8][cH:9]2)[CH2:10][N:25]1[CH2:24][c:23]1[cH:22][cH:21][c:20]([S:19][c:13]2[cH:14][cH:15][cH:16][cH:17][cH:18]2)[cH:27][cH:26]1.